From a dataset of the Open Reaction Database (ORD), a public repository of structured organic reaction records. describe an organic reaction: reactants, conditions, products, and yield Reactants: COC=1C=C2C=C(N=C(C2=CC1)O)N1CCCC1 (6-methoxy-3-(pyrrolidin-1-yl)isoquinolin-1-ol), O=P(Cl)(Cl)Cl (POCl3). Run at temperature 0 celsius. The product is ClC1=NC(=CC2=CC(=CC=C12)OC)N1CCCC1 (1-chloro-6-methoxy-3-(pyrrolidin-1-yl)isoquinoline). The yield is 48.3%. As a reaction SMILES: [CH3:1][O:2][C:3]1[CH:4]=[C:5]2[C:10](=[CH:11][CH:12]=1)[C:9](O)=[N:8][C:7]([N:14]1[CH2:18][CH2:17][CH2:16][CH2:15]1)=[CH:6]2.O=P(Cl)(Cl)[Cl:21]>>[Cl:21][C:9]1[C:10]2[C:5](=[CH:4][C:3]([O:2][CH3:1])=[CH:12][CH:11]=2)[CH:6]=[C:7]([N:14]2[CH2:18][CH2:17][CH2:16][CH2:15]2)[N:8]=1. Procedure: A solution of 6-methoxy-3-(pyrrolidin-1-yl)isoquinolin-1-ol (300 mg, 1.228 mmol) in POCl3 (8 mL) was refluxed for 4 h. After concentration, the residue was taken into a mixture of 100 mL of DCM and 50 mL of water, cooled to 0° C., neutralized with 3 N NaOH, dried over MgSO4, concentrated and purified via silica gel chromatography (5-20% EtOAc:Hex) to give 1-chloro-6-methoxy-3-(pyrrolidin-1-yl)isoquinoline (156 mg, 48.3% yield) as a yellow solid. 1H NMR (500 MHz, CHLOROFORM-d) δ ppm 7.95 (d, J=9.... Run in CC(=O)C (acetone). Reaction SMILES: [CH3:1][O:2][C:3](=[O:15])[C:4]1[C:5](=[C:10]([OH:14])[CH:11]=[CH:12][CH:13]=1)[C:6]([O:8][CH3:9])=[O:7].C(=O)([O-])[O-].[K+].[K+].Br[CH2:23][C:24]1[CH:29]=[CH:28][C:27]([O:30][CH3:31])=[CH:26][CH:25]=1>CC(C)=O>[CH3:1][O:2][C:3](=[O:15])[C:4]1[C:5](=[C:10]([O:14][CH2:23][C:24]2[CH:29]=[CH:28][C:27]([O:30][CH3:31])=[CH:26][CH:25]=2)[CH:11]=[CH:12][CH:13]=1)[C:6]([O:8][CH3:9])=[O:7] |f:1.2.3|. Isolated yield 116.4%. Reactants: COC(C=1C(C(=O)OC)=C(C=CC1)O)=O (3-hydroxyphthalic acid dimethyl ester), C([O-])([O-])=O.[K+].[K+] (potassium carbonate), BrCC1=CC=C(C=C1)OC (1-bromomethyl-4-methoxy-benzene). The product is COC(C=1C(C(=O)OC)=C(C=CC1)OCC1=CC=C(C=C1)OC)=O (3-(4-methoxy-benzyloxy)-phthalic acid dimethyl ester). Reported procedure: To a stirred suspension of 3-hydroxyphthalic acid dimethyl ester (1.1 g, 5.2 mmol) in acetone (45 mL) and potassium carbonate (2.2 g, 15.7 mmol), was added 1-bromomethyl-4-methoxy-benzene (0.79 mL, 5.5 mmol). The mixture was refluxed for six hours. The solvent was evaporated in vacuo, and the residue was partitioned between water (50 mL) and ethyl acetate (80 mL). The organic layer was washed with water (2×50 mL), dried, concentrated in vacuo, and purified by flash column chromatography (Silica ... Reactants: CCOC=C(C(=O)OCC)C(=O)OCC, CN(C)C=O, CCc1ccc2ncnc(N)c2c1, O. The product is CCOC(=O)C(=CNc1ncnc2ccc(CC)cc12)C(=O)OCC. RXN SMILES: [CH2:14]([O:15][CH:17]=[C:18]([C:19](=[O:20])[O:21][CH2:22][CH3:23])[C:24](=[O:25])[O:26][CH2:27][CH3:28])[CH3:16].[CH3:30][N:31]([CH3:32])[CH:33]=[O:34].[NH2:1][c:2]1[n:3][cH:4][n:5][c:6]2[cH:7][cH:8][c:9]([CH2:12][CH3:13])[cH:10][c:11]12.[OH2:29]>>[NH:1]([c:2]1[n:3][cH:4][n:5][c:6]2[cH:7][cH:8][c:9]([CH2:12][CH3:13])[cH:10][c:11]12)[CH:17]=[C:18]([C:19](=[O:20])[O:21][CH2:22][CH3:23])[C:24](=[O:25])[O:26][CH2:27][CH3:28]. Reactants: Cl (HCl), C(C=C)[C@@]1([C@H](O[C@@H]([C@H]1OCC1=CC=CC=C1)COCC1=CC=CC=C1)OC)O ((2S,3R,4R,5R)-3-allyl-4-(benzyloxy)-5-(benzyloxymethyl)-2-methoxytetrahydrofuran-3-ol). Product: C(C1=CC=CC=C1)(=O)O[C@]1([C@H](O[C@@H]([C@H]1OCC1=CC=CC=C1)COCC1=CC=CC=C1)OC)CC=C ((2S,3R,4R,5R)-3-allyl-4-(benzyloxy)-5-(benzyloxymethyl)-2-methoxytetrahydrofuran-3-yl benzoate), oil. Isolated yield 39.0%. As a reaction SMILES: Cl.[CH2:2]([C@@:5]1([OH:29])[C@H:9]([O:10][CH2:11][C:12]2[CH:17]=[CH:16][CH:15]=[CH:14][CH:13]=2)[C@@H:8]([CH2:18][O:19][CH2:20][C:21]2[CH:26]=[CH:25][CH:24]=[CH:23][CH:22]=2)[O:7][C@@H:6]1[O:27][CH3:28])[CH:3]=[CH2:4]>>[C:11]([O:29][C@:5]1([CH2:2][CH:3]=[CH2:4])[C@H:9]([O:10][CH2:11][C:12]2[CH:17]=[CH:16][CH:15]=[CH:14][CH:13]=2)[C@@H:8]([CH2:18][O:19][CH2:20][C:21]2[CH:26]=[CH:25][CH:24]=[CH:23][CH:22]=2)[O:7][C@@H:6]1[O:27][CH3:28])(=[O:10])[C:12]1[CH:17]=[CH:16][CH:15]=[CH:14][CH:13]=1. Procedure details: The reaction mixture was then stirred with 1 N HCl and extracted with dichloro-methane. The organic layers were combined and washed with saturated aqueous NaHCO3 followed by brine. After drying with MgSO4, filtration and evaporation of the volatiles, the residue was purified by column chromatography (400 g silica) eluting with heptane to 15% ethyl acetate in heptane to give reaction product as an oil (as a mixture with compound 5). The mixture was purified again with CH2Cl2 as eluent (400 g sili... The reactants are COC=1C=C(C=C(C1)OC)C1=C2C=CC=NC2=C(C=C1)C(=O)O (5-(3,5-dimethoxy-phenyl)-quinoline-8-carboxylic acid), OS(=O)(=O)O (H2SO4), CCO (EtOH). Yields the product C(C)OC(=O)C=1C=CC(=C2C=CC=NC12)C1=CC(=CC(=C1)OC)OC (5-(3,5-Dimethoxy-phenyl)-quinoline-8-carboxylic acid ethyl ester). As a reaction SMILES: [CH3:1][O:2][C:3]1[CH:4]=[C:5]([C:11]2[CH:20]=[CH:19][C:18]([C:21]([OH:23])=[O:22])=[C:17]3[C:12]=2[CH:13]=[CH:14][CH:15]=[N:16]3)[CH:6]=[C:7]([O:9][CH3:10])[CH:8]=1.OS(O)(=O)=O.[CH3:29][CH2:30]O>>[CH2:29]([O:22][C:21]([C:18]1[CH:19]=[CH:20][C:11]([C:5]2[CH:4]=[C:3]([O:2][CH3:1])[CH:8]=[C:7]([O:9][CH3:10])[CH:6]=2)=[C:12]2[C:17]=1[N:16]=[CH:15][CH:14]=[CH:13]2)=[O:23])[CH3:30]. Reported procedure: A mixture of 5-(3,5-dimethoxy-phenyl)-quinoline-8-carboxylic acid (Step 159.2) (2 g), H2SO4 conc. (0.6 mL) and EtOH (100 mL) was stirred at reflux for 30 h, allowed to cool and concentrated. The residue was diluted in EtOAc and a saturated aqueous solution of NaHCO3. The aqueous phase was separated and extracted with EtOAc. The combined organic layers were washed with H2O and brine, dried (Na2SO4), filtered and concentrated. The residue was purified by silica gel column chromatography (Hex/EtOAc... Starting materials: O=C([O-])O, ClC(Cl)Cl, O=C(OO)c1cccc(Cl)c1, O=C1NC(=O)C2(CC=Cc3ccc(F)cc32)N1, [Na+]. Product: O=C1NC(=O)C2(CC3OC3c3ccc(F)cc32)N1. Reaction SMILES: [C:18]([O-:19])(=[O:20])[OH:21].[CH:34]([Cl:35])([Cl:36])[Cl:37].[Cl:23][c:24]1[cH:25][cH:26][cH:27][c:28]([C:29]([O:30][OH:31])=[O:32])[cH:33]1.[F:1][c:2]1[cH:3][cH:4][c:5]2[c:16]([cH:17]1)[C:9]1([CH2:8][CH:7]=[CH:6]2)[NH:10][C:11](=[O:15])[NH:12][C:13]1=[O:14].[Na+:22]>>[F:1][c:2]1[cH:3][cH:4][c:5]2[c:16]([cH:17]1)[C:9]1([CH2:8][CH:7]3[CH:6]2[O:19]3)[NH:10][C:11](=[O:15])[NH:12][C:13]1=[O:14]. Starting materials: C(C1=CC=CC=C1)C1=C(C2=C(S1)C=CC=C2)C2=CC=C(C=C2)C2=CC(=C(C(=C2)Br)O)Br (4′-(2-benzyl-benzo[b]thiophen-3-yl)-3,5-dibromo-biphenyl-4-ol), COC1=CC=C(C=C1)B(O)O (4-methoxy-benzeneboronic acid), [OH-].[Ba+2].[OH-] (barium hydroxide), COCCOC (1,2-dimethoxyethane). Reagents/catalysts: C(C)(=O)[O-].[Pd+2].C(C)(=O)[O-] (Palladium (II) acetate). Solvent: O (water), O (water). Reaction conditions: temperature 75 celsius, time 10 hour. Product: COC1=CC=C(C=C1)C1=C(C(=CC(=C1)C1=CC=C(C=C1)C=1C2=C(SC1CC1=CC=CC=C1)C=CC=C2)C2=CC=C(C=C2)OC)O (4,4″-dimethoxy-5′-{4-[2-(phenylmethyl)benzo[b]thien-3-yl]phenyl}[1,1′;3′,1″-terphenyl]-2′-ol). Reaction SMILES: [CH2:1]([C:8]1[S:12][C:11]2[CH:13]=[CH:14][CH:15]=[CH:16][C:10]=2[C:9]=1[C:17]1[CH:22]=[CH:21][C:20]([C:23]2[CH:28]=[C:27](Br)[C:26]([OH:30])=[C:25](Br)[CH:24]=2)=[CH:19][CH:18]=1)[C:2]1[CH:7]=[CH:6][CH:5]=[CH:4][CH:3]=1.[CH3:32][O:33][C:34]1[CH:39]=[CH:38][C:37](B(O)O)=[CH:36][CH:35]=1.[OH-].[Ba+2].[OH-].CO[CH2:48][CH2:49][O:50][CH3:51]>C([O-])(=O)C.[Pd+2].C([O-])(=O)C.O>[CH3:32][O:33][C:34]1[CH:39]=[CH:38][C:37]([C:25]2[CH:24]=[C:23]([C:20]3[CH:21]=[CH:22][C:17]([C:9]4[C:10]5[CH:16]=[CH:15][CH:14]=[CH:13][C:11]=5[S:12][C:8]=4[CH2:1][C:2]4[CH:3]=[CH:4][CH:5]=[CH:6][CH:7]=4)=[CH:18][CH:19]=3)[CH:28]=[C:27]([C:1]3[CH:2]=[CH:3][C:49]([O:50][CH3:51])=[CH:48][CH:8]=3)[C:26]=2[OH:30])=[CH:36][CH:35]=1 |f:2.3.4,6.7.8|. Reported procedure: Palladium (II) acetate (81 mg, 0.036 mmol) was added into a mixture of 4′-(2-benzyl-benzo[b]thiophen-3-yl)-3,5-dibromo-biphenyl-4-ol (1.0 g, 1.82 mmol), 4-methoxy-benzeneboronic acid, barium hydroxide (0.93 g, 5.46 mmol), 1,2-dimethoxyethane (10 mL), and water (10 mL). The mixture was stirred at 75° C. for 10 hours, poured into water, and extracted with ethyl ether. The organic extracts were dried over MgSO4. Evaporation and purification by flash chromatography on silica gel (hexanes/EtAOc 4:1) ...